This data is from the Open Reaction Database (ORD), a public repository of structured organic reaction records. The task is: describe an organic reaction: reactants, conditions, products, and yield The reactants are CCCCCC=Cc1cccc2c(=O)[nH]c(-c3ccccc3OCCC)nc12, CO, CCOC(C)=O. Yields the product CCCCCCCc1cccc2c(=O)[nH]c(-c3ccccc3OCCC)nc12. As a reaction SMILES: [CH2:1]([CH2:2][CH3:3])[O:4][c:5]1[c:6](-[c:11]2[n:12][c:13]3[c:14]([CH:22]=[CH:23][CH2:24][CH2:25][CH2:26][CH2:27][CH3:28])[cH:15][cH:16][cH:17][c:18]3[c:19](=[O:21])[nH:20]2)[cH:7][cH:8][cH:9][cH:10]1.[CH3:29][OH:30].[CH3:31][CH2:32][O:33][C:34](=[O:35])[CH3:36]>>[CH2:1]([CH2:2][CH3:3])[O:4][c:5]1[c:6](-[c:11]2[n:12][c:13]3[c:14]([CH2:22][CH2:23][CH2:24][CH2:25][CH2:26][CH2:27][CH3:28])[cH:15][cH:16][cH:17][c:18]3[c:19](=[O:21])[nH:20]2)[cH:7][cH:8][cH:9][cH:10]1. Starting materials: C(C)(=O)C=1C=C(C=C(C1)NC(CNC(=O)OC(C)(C)C)=O)C1=NN2C(=NC(=CC2=O)N2CCN(CC2)C(=O)OC(C)(C)C)S1 (tert-butyl 4-(2-(3-acetyl-5-(2-((tert-butoxycarbonyl)amino)-acetamido)phenyl)-5-oxo-5H-[1,3,4]thiadiazolo[3,2-a]pyrimidin-7-yl)piperazine-1-carboxylate), C(C)(C)(C)OC(=O)NCC(=O)NC=1C=C(C=C(C1)C(C)O)C1=NN2C(=NC(=CC2=O)N2CCN(CC2)C(=O)OC(C)(C)C)S1 (tert-butyl 4-(2-(3-(2-((tert-butoxycarbonyl)amino)acetamido)-5-(1-hydroxyethyl)phenyl)-5-oxo-5H-[1,3,4]thiadiazolo[3,2-a]pyrimidin-7-yl)piperazine-1-carboxylate), [BH4-].[Na+] (sodium borohydride). The product is NCC(=O)NC1=CC(=CC(=C1)C1=NN2C(=NC(=CC2=O)N2CCNCC2)S1)C(C)O (2-amino-N-(3-(1-hydroxyethyl)-5-(5-oxo-7-(piperazin-1-yl)-5H-[1,3,4]thiadiazolo[3,2-a]pyrimidin-2-yl)phenyl)acetamide). RXN SMILES: [C:1]([C:4]1[CH:5]=[C:6]([C:22]2[S:44][C:25]3=[N:26][C:27]([N:31]4[CH2:36][CH2:35][N:34](C(OC(C)(C)C)=O)[CH2:33][CH2:32]4)=[CH:28][C:29](=[O:30])[N:24]3[N:23]=2)[CH:7]=[C:8]([NH:10][C:11](=[O:21])[CH2:12][NH:13]C(OC(C)(C)C)=O)[CH:9]=1)(=[O:3])[CH3:2].C(OC(NCC(NC1C=C(C2SC3=NC(N4CCN(C(OC(C)(C)C)=O)CC4)=CC(=O)N3N=2)C=C(C(O)C)C=1)=O)=O)(C)(C)C.[BH4-].[Na+]>>[NH2:13][CH2:12][C:11]([NH:10][C:8]1[CH:7]=[C:6]([C:22]2[S:44][C:25]3=[N:26][C:27]([N:31]4[CH2:32][CH2:33][NH:34][CH2:35][CH2:36]4)=[CH:28][C:29](=[O:30])[N:24]3[N:23]=2)[CH:5]=[C:4]([CH:1]([OH:3])[CH3:2])[CH:9]=1)=[O:21] |f:2.3|. Procedure: The compound of this example is prepared as described in Example 13 above except that the acetyl group of tert-butyl 4-(2-(3-acetyl-5-(2-((tert-butoxycarbonyl)amino)-acetamido)phenyl)-5-oxo-5H-[1,3,4]thiadiazolo[3,2-a]pyrimidin-7-yl)piperazine-1-carboxylate is further reduced to tert-butyl 4-(2-(3-(2-((tert-butoxycarbonyl)amino)acetamido)-5-(1-hydroxyethyl)phenyl)-5-oxo-5H-[1,3,4]thiadiazolo[3,2-a]pyrimidin-7-yl)piperazine-1-carboxylate using sodium borohydride. The resulting product is then dep... Reactants: O([Si](C)(C)C(C)(C)C)CCC1OC2=C(NC1=O)C=CC=C2 (2-(2-tert-butyldimethylsiloxyethyl)-3,4-dihydro-3-oxo-2H-1,4-benzoxazine), ClCC1=CC=NC=C1 (4-chloromethylpyridine), [K+].[Br-] (KBr). Product: OCCC1OC2=C(N(C1=O)CC1=CC=NC=C1)C=CC=C2 (3,4-Dihydro-2-(2-hydroxyethyl)-3-oxo-4-(4-picolyl)-2H-1,4-benzoxazine). Yield: 12.0%. Reaction SMILES: [O:1]([CH2:9][CH2:10][CH:11]1[C:16](=[O:17])[NH:15][C:14]2[CH:18]=[CH:19][CH:20]=[CH:21][C:13]=2[O:12]1)[Si](C(C)(C)C)(C)C.Cl[CH2:23][C:24]1[CH:29]=[CH:28][N:27]=[CH:26][CH:25]=1.[K+].[Br-]>>[OH:1][CH2:9][CH2:10][CH:11]1[C:16](=[O:17])[N:15]([CH2:23][C:24]2[CH:29]=[CH:28][N:27]=[CH:26][CH:25]=2)[C:14]2[CH:18]=[CH:19][CH:20]=[CH:21][C:13]=2[O:12]1 |f:2.3|. Procedure: Prepared from 2-(2-tert-butyldimethylsiloxyethyl)-3,4-dihydro-3-oxo-2H-1,4-benzoxazine by Methods F and H, alkylating with 4-chloromethylpyridine, in 12% yield and isolated as a beige solid, mp 153°-154° C.; IR (KBr) 3204, 1679, 1505, 1407, 1283, 1256, 1077, 1065, 750 cm-1 ; 1H NMR (CDCl3) δ 2.18-2.38 (m, 3H), 3.93 (br q, J=3.9 Hz, 2H), 4.88 (dd, J=7.7, 5.4 Hz, 1H), 5.15 (s, 2H), 6.73 (d, J=7.6 Hz, 1H), 6.92 (td, J=6.7, 3.2 Hz, 1H), 6.98-7.06 (m, 2H), 7.15 (d, J=5.9 Hz, 2H), 8.56 (dd, J=4.5, 1.5... Starting materials: O=C(c1ccc(Cl)cc1)C(Br)CCCl, O=C([O-])[O-], CC(C)=O, Clc1nc[nH]n1, [K+], [K+]. Product: O=C(c1ccc(Cl)cc1)C1(n2cnc(Cl)n2)CC1. As a reaction SMILES: [Br:13][CH:14]([C:15](=[O:16])[c:17]1[cH:18][cH:19][c:20]([Cl:23])[cH:21][cH:22]1)[CH2:24][CH2:25][Cl:26].[C:1](=[O:2])([O-:3])[O-:4].[CH3:27][C:28](=[O:29])[CH3:30].[Cl:7][c:8]1[n:9][nH:10][cH:11][n:12]1.[K+:5].[K+:6]>>[Cl:7][c:8]1[n:9][n:10]([C:14]2([C:15](=[O:16])[c:17]3[cH:18][cH:19][c:20]([Cl:23])[cH:21][cH:22]3)[CH2:24][CH2:25]2)[cH:11][n:12]1. The reactants are ClC=1C=NC=C(C1C(=O)N)Cl (3,5-dichloro-4-pyridinecarboxamide), ClC1=CC=C(C=C1)N=C=O (p-chlorophenyl isocyanate). The solvent is C=1(C(=CC=CC1)C)C (xylene). Conditions: time 3 hour. The product is ClC=1C=NC=C(C1C(=O)NC(=O)NC1=CC=C(C=C1)Cl)Cl (3,5-dichloro-N-[(4-chlorophenylamino)carbonyl]-4-pyridinecarboxamide). Reaction SMILES: [Cl:1][C:2]1[CH:3]=[N:4][CH:5]=[C:6]([Cl:11])[C:7]=1[C:8]([NH2:10])=[O:9].[Cl:12][C:13]1[CH:18]=[CH:17][C:16]([N:19]=[C:20]=[O:21])=[CH:15][CH:14]=1>C1(C)C(C)=CC=CC=1>[Cl:1][C:2]1[CH:3]=[N:4][CH:5]=[C:6]([Cl:11])[C:7]=1[C:8]([NH:10][C:20]([NH:19][C:16]1[CH:17]=[CH:18][C:13]([Cl:12])=[CH:14][CH:15]=1)=[O:21])=[O:9]. Procedure: A reaction vessel was charged with sixty-eight grams (0.36 mole) of 3,5-dichloro-4-pyridinecarboxamide, 55.5 grams (0.36 mole) of p-chlorophenyl isocyanate, and 1200 milliliters of xylene. The solution was heated under reflux with stirring for three hours. A small amount of impurity was removed by filtering the hot reaction mixture. On cooling in an ice water bath, a solid precipitated. The precipitated product was collected by suction filtration, washed with cold xylene and dried in a vacuum ov...